This data is from the Open Reaction Database (ORD), a public repository of structured organic reaction records. The task is: describe an organic reaction: reactants, conditions, products, and yield Starting materials: CC(C)(C)[Si](C)(C)OC(CNC(=S)c1ccc2[nH]c(=O)oc2c1)CN1CCC(Cc2ccccc2)CC1, C1CCOC1, CCCC[N+](CCCC)(CCCC)CCCC, CCOC(C)=O, [F-]. The product is O=c1[nH]c2ccc(C(=S)NCC(O)CN3CCC(Cc4ccccc4)CC3)cc2o1. As a reaction SMILES: [CH2:19]([c:20]1[cH:21][cH:22][cH:23][cH:24][cH:25]1)[CH:26]1[CH2:27][CH2:28][N:29]([CH2:32][CH:33]([CH2:34][NH:35][C:36](=[S:37])[c:38]2[cH:39][c:40]3[c:41]([nH:42][c:43](=[O:45])[o:44]3)[cH:46][cH:47]2)[O:48][Si:49]([C:50]([CH3:51])([CH3:52])[CH3:53])([CH3:54])[CH3:55])[CH2:30][CH2:31]1.[CH2:56]1[O:57][CH2:58][CH2:59][CH2:60]1.[CH3:2][CH2:3][CH2:4][CH2:5][N+:6]([CH2:7][CH2:8][CH2:9][CH3:10])([CH2:11][CH2:12][CH2:13][CH3:14])[CH2:15][CH2:16][CH2:17][CH3:18].[CH3:61][CH2:62][O:63][C:64]([CH3:65])=[O:66].[F-:1]>>[CH2:19]([c:20]1[cH:21][cH:22][cH:23][cH:24][cH:25]1)[CH:26]1[CH2:27][CH2:28][N:29]([CH2:32][CH:33]([CH2:34][NH:35][C:36](=[S:37])[c:38]2[cH:39][c:40]3[c:41]([nH:42][c:43](=[O:45])[o:44]3)[cH:46][cH:47]2)[OH:48])[CH2:30][CH2:31]1. The reactants are CC1=C(C(=NO1)C1=CC=CC=C1)C(CC#N)=O (3-(5-Methyl-3-phenyl-isoxazol-4-yl)-3-oxo-propionitrile), NN (hydrazine). The solvent is C(C)O (Ethanol). Product: CC1=C(C(=NO1)C1=CC=CC=C1)C=1C=C(NN1)N (5-(5-Methyl-3-phenyl-isoxazol-4-yl)-2H-pyrazol-3-ylamine). Reaction SMILES: [CH3:1][C:2]1[O:6][N:5]=[C:4]([C:7]2[CH:12]=[CH:11][CH:10]=[CH:9][CH:8]=2)[C:3]=1[C:13](=O)[CH2:14][C:15]#[N:16].[NH2:18][NH2:19]>C(O)C>[CH3:1][C:2]1[O:6][N:5]=[C:4]([C:7]2[CH:12]=[CH:11][CH:10]=[CH:9][CH:8]=2)[C:3]=1[C:13]1[CH:14]=[C:15]([NH2:16])[NH:18][N:19]=1. Procedure: 3-(5-Methyl-3-phenyl-isoxazol-4-yl)-3-oxo-propionitrile (0.391 g, 1.73 mmol) in Ethanol (3 mL) was treated with hydrazine (0.168 mL, 3.46 mmol) and heated to reflux. Evaporation in vacuum gave 5-(5-Methyl-3-phenyl-isoxazol-4-yl)-2H-pyrazol-3-ylamine used without purification. To the resulting amine (0.039 g, 0.16 mmol) in dioxane was added triethyl amine followed by benzyl chloride (0.019 mL, 0.16 mmol). The reaction was stirred at 10° C. for 1 hr and 2 hr at ambient temperature. The solution wa... Reactants: O1CCCC1 (tetrahydrofuran), CS(=O)(=O)O (methanesulfonic acid), ClC1=C(C=C2C(C(=CN(C2=N1)C1=C(C=C(C=C1)F)F)C(=O)OCC)=O)F (ethyl 7-chloro-1-(2,4-difluorophenyl)-6-fluoro-1,4-dihydro-4-oxo-1,8-naphthyridine-3-carboxylate). The solvent is O (water). Reaction conditions: temperature 25 celsius. Yields the product ClC1=C(C=C2C(C(=CN(C2=N1)C1=C(C=C(C=C1)F)F)C(=O)O)=O)F (7-Chloro-1-(2,4-difluorophenyl)-6-fluoro-1,4-dihydro-4-oxo-1,8-naphthyridine-3-carboxylic acid). Yield: 89.0%. RXN SMILES: O1CCCC1.CS(O)(=O)=O.[Cl:11][C:12]1[N:21]=[C:20]2[C:15]([C:16](=[O:35])[C:17]([C:30]([O:32]CC)=[O:31])=[CH:18][N:19]2[C:22]2[CH:27]=[CH:26][C:25]([F:28])=[CH:24][C:23]=2[F:29])=[CH:14][C:13]=1[F:36]>O>[Cl:11][C:12]1[N:21]=[C:20]2[C:15]([C:16](=[O:35])[C:17]([C:30]([OH:32])=[O:31])=[CH:18][N:19]2[C:22]2[CH:27]=[CH:26][C:25]([F:28])=[CH:24][C:23]=2[F:29])=[CH:14][C:13]=1[F:36]. Procedure details: A mixture of tetrahydrofuran (450 cm3), water (50 cm3), methanesulfonic acid (127 cm3) and ethyl 7-chloro-1-(2,4-difluorophenyl)-6-fluoro-1,4-dihydro-4-oxo-1,8-naphthyridine-3-carboxylate (United Kingdom Patent Publication No. GB 2,191,776) was heated at reflux for 1 hour, and then cooled to 25° C. The resulting crystals were isolated, washed with tetrahydrofuran, and dried under vacuum to afford 41.3 g (89%) of the above-titled compound: m.p.=250° C.; (Found: C, 50.4; H, 1.7; Cl, 9.9; F, 16.0; ... Reactants: [BH3-]C#N, C=CCOc1cc(C=O)cc(OCC=C)c1Br, CO, CCOC(C)=O, CCCCCC, CC(=O)O, [Cl-], CC(C)[Si](OCC(N)Cc1ccc(O)cc1)(C(C)C)C(C)C, [Na+], [Na+], [Na+], [OH-]. Product: C=CCOc1cc(CNC(CO[Si](C(C)C)(C(C)C)C(C)C)Cc2ccc(O)cc2)cc(OCC=C)c1Br. Reaction SMILES: [C:40]([BH3-:41])#[N:42].[CH2:1]([CH:2]=[CH2:3])[O:4][c:5]1[cH:6][c:7]([CH:8]=[O:9])[cH:10][c:11]([O:14][CH2:15][CH:16]=[CH2:17])[c:12]1[Br:13].[CH3:46][OH:47].[CH3:50][CH2:51][O:52][C:53]([CH3:54])=[O:55].[CH3:56][CH2:57][CH2:58][CH2:59][CH2:60][CH3:61].[CH3:62][C:63](=[O:64])[OH:65].[Cl-:49].[NH2:18][CH:19]([CH2:20][c:21]1[cH:22][cH:23][c:24]([OH:27])[cH:25][cH:26]1)[CH2:28][O:29][Si:30]([CH:31]([CH3:32])[CH3:33])([CH:34]([CH3:35])[CH3:36])[CH:37]([CH3:38])[CH3:39].[Na+:43].[Na+:45].[Na+:48].[OH-:44]>>[CH2:1]([CH:2]=[CH2:3])[O:4][c:5]1[cH:6][c:7]([CH2:8][NH:18][CH:19]([CH2:20][c:21]2[cH:22][cH:23][c:24]([OH:27])[cH:25][cH:26]2)[CH2:28][O:29][Si:30]([CH:31]([CH3:32])[CH3:33])([CH:34]([CH3:35])[CH3:36])[CH:37]([CH3:38])[CH3:39])[cH:10][c:11]([O:14][CH2:15][CH:16]=[CH2:17])[c:12]1[Br:13]. The reactants are C/C=C/1\[C@@H]2CC3=C([C@@]1(CC(=C2)C)N)C=CC(=O)N3 (Huperzine A), C(C=CC1=CC=CC=C1)=O (cinnamaldehyde). The solvent is C(C)(C)O (isopropanol), C1CCOC1 (THF). The product is C1(=CC=CC=C1)C=CC=N[C@@]1/2CC(=C[C@@H](CC=3NC(C=CC31)=O)\C2=C/C)C ((5R,9R,11E)-5-(3-phenylprop-2-en-1-ylideneamino)-11-ethylidene-5,6,9,10-tetrahydro-7-methyl-5,9-methanocycloocta[b]pyridin-2(1H)-one). Yield: 95.2%. As a reaction SMILES: [CH3:1]/[CH:2]=[C:3]1\[C@H:4]2[CH:11]=[C:10]([CH3:12])[CH2:9][C@@:8]\1([NH2:13])[C:7]1[CH:14]=[CH:15][C:16]([NH:18][C:6]=1[CH2:5]2)=[O:17].[CH:19](=O)[CH:20]=[CH:21][C:22]1[CH:27]=[CH:26][CH:25]=[CH:24][CH:23]=1>C(O)(C)C.C1COCC1>[C:22]1([CH:21]=[CH:20][CH:19]=[N:13][C@@:8]23[C:7]4[CH:14]=[CH:15][C:16](=[O:17])[NH:18][C:6]=4[CH2:5][C@@H:4](/[C:3]/2=[CH:2]\[CH3:1])[CH:11]=[C:10]([CH3:12])[CH2:9]3)[CH:27]=[CH:26][CH:25]=[CH:24][CH:23]=1. Reported procedure: 20 mg Huperzine A, and 77 mg cinnamaldehyde were refluxed in 2 mL isopropanol for 3 hours. Solvent was removed under vacuum. The crude reaction mixture was dissolved in 3 mL anhydrous THF and purified with prep. TLC (CHCl3: methanol=9:1) to give 28 mg of title product. MS: 357 (M+H). Starting materials: NC=1C(=CC(=C(C1)N1C=2N(C(=CC1=O)C(F)(F)F)C=CN2)F)Br (8-(5-amino-4-bromo-2-fluorophenyl)-7,8-dihydro-5-trifluoromethylimidazo[1,2-a]pyrimidin-7-one), CS(=O)(=O)Cl (methanesulfonyl chloride), N1=CC=CC=C1 (pyridine), C(Cl)Cl (methylene chloride). Run in O (water). Conditions: time 5 day. Yields the product BrC1=CC(=C(C=C1NS(=O)(=O)C)N1C=2N(C(=CC1=O)C(F)(F)F)C=CN2)F (8-(4-bromo-2-fluoro-5-methylsulfonylaminophenyl)-7,8-dihydro-5-trifluoromethylimidazo[1,2-a]pyrimidin-7-one). Reaction SMILES: [NH2:1][C:2]1[C:3]([Br:23])=[CH:4][C:5]([F:22])=[C:6]([N:8]2[C:13](=[O:14])[CH:12]=[C:11]([C:15]([F:18])([F:17])[F:16])[N:10]3[CH:19]=[CH:20][N:21]=[C:9]23)[CH:7]=1.[CH3:24][S:25](Cl)(=[O:27])=[O:26].N1C=CC=CC=1.C(Cl)Cl>O>[Br:23][C:3]1[C:2]([NH:1][S:25]([CH3:24])(=[O:27])=[O:26])=[CH:7][C:6]([N:8]2[C:13](=[O:14])[CH:12]=[C:11]([C:15]([F:18])([F:17])[F:16])[N:10]3[CH:19]=[CH:20][N:21]=[C:9]23)=[C:5]([F:22])[CH:4]=1. Reported procedure: A mixture of 8-(5-amino-4-bromo-2-fluorophenyl)-7,8-dihydro-5-trifluoromethylimidazo[1,2-a]pyrimidin-7-one (5.0 g), methanesulfonyl chloride (1.21 g), pyridine (2.02 g) and methylene chloride (30 ml) was stirred for 5 days at room temperature. The reaction solution was poured into water and extracted with ethyl acetate. The extract layer was washed with water and dried on anhydrous magnesium sulfate followed by distilling off the solvent under reduced pressure. The residual solid was washed with... Reactants: C(C1=CC=CC=C1)OC(=O)NCC(=O)O (N-[(benzyloxy)carbonyl]glycine), C(C)(C)(C)OC(NCCC[C@@H](CN)NC(=O)OC(C)(C)C)=O (tert-Butyl{(4S)-5-amino-4-[(tert-butoxycarbonyl)amino]pentyl}carbamate), C(CCl)Cl (EDC), C=1C=CC2=C(C1)N=NN2O (HOBt). Solvent: CN(C=O)C (dimethylformamide). The product is C(C1=CC=CC=C1)OC(NCC(=O)NC[C@H](CCCNC(=O)OC(C)(C)C)NC(=O)OC(C)(C)C)=O (Benzyl[2-({(2S)-2,5-bis[(tert-butoxycarbonyl)amino]pentyl}amino)-2-oxoethyl]carbamate). Reaction SMILES: [CH2:1]([O:8][C:9]([NH:11][CH2:12][C:13]([OH:15])=O)=[O:10])[C:2]1[CH:7]=[CH:6][CH:5]=[CH:4][CH:3]=1.[C:16]([O:20][C:21](=[O:37])[NH:22][CH2:23][CH2:24][CH2:25][C@H:26]([NH:29][C:30]([O:32][C:33]([CH3:36])([CH3:35])[CH3:34])=[O:31])[CH2:27][NH2:28])([CH3:19])([CH3:18])[CH3:17].C(Cl)CCl.C1C=CC2N(O)N=NC=2C=1>CN(C)C=O>[CH2:1]([O:8][C:9](=[O:10])[NH:11][CH2:12][C:13]([NH:28][CH2:27][C@@H:26]([NH:29][C:30]([O:32][C:33]([CH3:36])([CH3:35])[CH3:34])=[O:31])[CH2:25][CH2:24][CH2:23][NH:22][C:21]([O:20][C:16]([CH3:18])([CH3:19])[CH3:17])=[O:37])=[O:15])[C:2]1[CH:3]=[CH:4][CH:5]=[CH:6][CH:7]=1. Reported procedure: Preparation takes place in analogy to Example 79A from 92 mg (0.44 mmol) of N-[(benzyloxy)carbonyl]glycine and 181 mg (0.57 mmol) of tert-butyl{(4S)-5-amino-4-[(tert-butoxycarbonyl)amino]pentyl}carbamate (Example 86A) in 6 ml of dimethylformamide with the addition of 110 mg (0.57 mmol) of EDC and 18 mg (0.13 mmol) of HOBt. The product is purified by preparative RP-HPLC (mobile phase water/acetonitrile gradient: 90:10→5:95).